Dataset: the Open Reaction Database (ORD), a public repository of structured organic reaction records. Task: describe an organic reaction: reactants, conditions, products, and yield The reactants are [Cl-].[NH4+] (Ammonium chloride), ice, C[Mg]Br (methylmagnesium bromide), FCC(CF)OCC1=CC(=NC(=N1)NC1=CC(=C(C=C1)N1C=NC(=C1)C)OC)C(C)=O (1-(6-((1,3-difluoropropan-2-yloxy)methyl)-2-(3-methoxy-4-(4-methyl-1H-imidazol-1-yl)phenylamino)pyrimidin-4-yl)ethanone). Run in C1CCOC1 (THF), C1CCOC1 (THF). Reaction conditions: temperature 0 celsius, time 30 minute. Product: FCC(CF)OCC1=CC(=NC(=N1)NC1=CC(=C(C=C1)N1C=NC(=C1)C)OC)C(C)(C)O (2-(6-((1,3-Difluoropropan-2-yloxy)methyl)-2-(3-methoxy-4-(4-methyl-1H-imidazol-1-yl)phenylamino)pyrimidin-4-yl)propan-2-ol). RXN SMILES: [CH3:1][Mg]Br.[F:4][CH2:5][CH:6]([O:9][CH2:10][C:11]1[N:16]=[C:15]([NH:17][C:18]2[CH:23]=[CH:22][C:21]([N:24]3[CH:28]=[C:27]([CH3:29])[N:26]=[CH:25]3)=[C:20]([O:30][CH3:31])[CH:19]=2)[N:14]=[C:13]([C:32](=[O:34])[CH3:33])[CH:12]=1)[CH2:7][F:8].[Cl-].[NH4+]>C1COCC1>[F:8][CH2:7][CH:6]([O:9][CH2:10][C:11]1[N:16]=[C:15]([NH:17][C:18]2[CH:23]=[CH:22][C:21]([N:24]3[CH:28]=[C:27]([CH3:29])[N:26]=[CH:25]3)=[C:20]([O:30][CH3:31])[CH:19]=2)[N:14]=[C:13]([C:32]([OH:34])([CH3:1])[CH3:33])[CH:12]=1)[CH2:5][F:4] |f:2.3|. Procedure: To an ice-cold solution of methylmagnesium bromide (0.71 mL, 1.0 mmol) in THF (6 mL) was added over 5 min a solution of 1-(6-((1,3-difluoropropan-2-yloxy)methyl)-2-(3-methoxy-4-(4-methyl-1H-imidazol-1-yl)phenylamino)pyrimidin-4-yl)ethanone (43 mg, 0.1 mmol) of in THF (3 mL). The reaction was stirred at 0° C. for 30 minutes. Ammonium chloride (sat, aq) was added. The solvent volume was reduced by evaporation. DCM was added and the phases were separated. The organic phase was concentrated and the ...